Dataset: the Open Reaction Database (ORD), a public repository of structured organic reaction records. Task: describe an organic reaction: reactants, conditions, products, and yield Reactants: [Al+3], C=C(Cl)Cl, [Cl-], [Cl-], [Cl-], O=C(Cl)c1c(C(F)(F)F)cc(Cl)nc1Cl, ClCCl. The product is O=C(C=C(Cl)Cl)c1c(C(F)(F)F)cc(Cl)nc1Cl. Reaction SMILES: [Al+3:17].[C:20](=[CH2:21])([Cl:22])[Cl:23].[Cl-:16].[Cl-:18].[Cl-:19].[Cl:1][c:2]1[c:3]([C:4](=[O:5])[Cl:6])[c:7]([C:12]([F:13])([F:14])[F:15])[cH:8][c:9]([Cl:11])[n:10]1.[Cl:24][CH2:25][Cl:26]>>[Cl:1][c:2]1[c:3]([C:4](=[O:5])[CH:21]=[C:20]([Cl:22])[Cl:23])[c:7]([C:12]([F:13])([F:14])[F:15])[cH:8][c:9]([Cl:11])[n:10]1. The reactants are C(C1=CC=CC=C1)C1CCNCC1 (4-benzyl-piperidine), O=CCCC1=NC2=C(N1CCC#N)C=CC=C2 (3-[2-(3-oxo-propyl)-benzimidazol-1-yl]-propionitrile), ClCCCl (1,2-dichloroethane), C(C)(=O)O[BH-](OC(C)=O)OC(C)=O.[Na+] (sodium triacetoxyborohydride). Solvent: C(Cl)(Cl)Cl (chloroform), C(=O)([O-])[O-].[Na+].[Na+] (Na2CO3). Conditions: time 24 hour. Product: C(C1=CC=CC=C1)C1CCN(CC1)CCC(C)C1=NC2=C(N1CCC#N)C=CC=C2 (3-{2-[3-(4-benzyl-piperidin-1-yl)-1-methyl-propyl]-benzimidazol-1-yl }-propionitrile). Reaction SMILES: [CH2:1]([CH:8]1[CH2:13][CH2:12][NH:11][CH2:10][CH2:9]1)[C:2]1[CH:7]=[CH:6][CH:5]=[CH:4][CH:3]=1.O=[CH:15][CH2:16][CH2:17][C:18]1[N:22]([CH2:23][CH2:24][C:25]#[N:26])[C:21]2[CH:27]=[CH:28][CH:29]=[CH:30][C:20]=2[N:19]=1.Cl[CH2:32]CCl.C(O[BH-](OC(=O)C)OC(=O)C)(=O)C.[Na+]>C(Cl)(Cl)Cl.C([O-])([O-])=O.[Na+].[Na+]>[CH2:1]([CH:8]1[CH2:13][CH2:12][N:11]([CH2:15][CH2:16][CH:17]([C:18]2[N:22]([CH2:23][CH2:24][C:25]#[N:26])[C:21]3[CH:27]=[CH:28][CH:29]=[CH:30][C:20]=3[N:19]=2)[CH3:32])[CH2:10][CH2:9]1)[C:2]1[CH:7]=[CH:6][CH:5]=[CH:4][CH:3]=1 |f:3.4,6.7.8|. Reported procedure: A mixture of 0.3 g of 4-benzyl-piperidine, 0.2 g of 3-[2-(3-oxo-propyl)-benzimidazol-1-yl]-propionitrile, 5 mL of 1,2-dichloroethane and 0.3 g of sodium triacetoxyborohydride was stirred at room temperature for 24 h. The reaction mixture was diluted with 50 mL chloroform and 10 mL saturated aqueous Na2CO3 and the layers separated. The aqueous layer was extracted with 2×25 mL of chloroform and the combined organic layers dried over magnesium sulfate and concentrated under reduced pressure. Low pr...